Dataset: the Open Reaction Database (ORD), a public repository of structured organic reaction records. Task: describe an organic reaction: reactants, conditions, products, and yield Starting materials: C(C)OC(=O)C=1N(C2=CC=C(C=C2C1)OCC1=C(C=CC=C1Cl)Cl)CCCC#N (1-(3-cyanopropyl)-5-(2,6-dichlorobenzyloxy)-1H-indole-2-carboxylic acid ethyl ester), [BH4-].[Li+] (lithium borohydride). Run in C1CCOC1 (THF). Yields the product ClC1=C(COC=2C=C3C=C(N(C3=CC2)CCCC#N)CO)C(=CC=C1)Cl (4-[5-(2,6-Dichlorobenzyloxy)-2-hydroxymethyl-indol-1-yl]butyronitrile). The yield is 95.8%. As a reaction SMILES: C([O:3][C:4]([C:6]1[N:7]([CH2:25][CH2:26][CH2:27][C:28]#[N:29])[C:8]2[C:13]([CH:14]=1)=[CH:12][C:11]([O:15][CH2:16][C:17]1[C:22]([Cl:23])=[CH:21][CH:20]=[CH:19][C:18]=1[Cl:24])=[CH:10][CH:9]=2)=O)C.[BH4-].[Li+]>C1COCC1>[Cl:24][C:18]1[CH:19]=[CH:20][CH:21]=[C:22]([Cl:23])[C:17]=1[CH2:16][O:15][C:11]1[CH:12]=[C:13]2[C:8](=[CH:9][CH:10]=1)[N:7]([CH2:25][CH2:26][CH2:27][C:28]#[N:29])[C:6]([CH2:4][OH:3])=[CH:14]2 |f:1.2|. Procedure details: To a solution of 1-(3-cyanopropyl)-5-(2,6-dichlorobenzyloxy)-1H-indole-2-carboxylic acid ethyl ester (2.0 g, 4.64 mmol), from Example 1(c), in THF (20 mL) at room temperature was added lithium borohydride (0.25g, 11.6 mmol). The reaction was refluxed for 20 h and then quenched slowly by adding methanol until the evolution of gas ceased. The reaction was partitioned between ethyl acetate and water. The organic layer was washed with brine and dried over Na2SO4. Filtration and evaporation of the so... Starting materials: COC(=O)C1=NC=C(C=C1C)C1=CC(=CC=C1)C(F)(F)F (3-methyl-5-(3-trifluoromethyl-phenyl)-pyridine-2-carboxylic acid methyl ester), ClC=1C=C(C=CC1Cl)C=1C=C(C(=NC1)C(=O)N1CCC(CC1)N1CCCC1)C ([5-(3,4-Dichloro-phenyl)-3-methyl-pyridin-2-yl]-(4-pyrrolidin-1-yl-piperidin-1-yl)-methanone), FC(C1=C(C=CC=C1)B(O)O)(F)F (2-trifluoromethyl-phenyl-boronic acid), (1,1′-bis-diphenylphosphino)-ferrocene, C([O-])([O-])=O.[Na+].[Na+] (sodium carbonate). Reagents/catalysts: [Pd](Cl)Cl (palladium-(II)dichloride). The solvent is O1CCOCC1.O (dioxane water). Product: CC=1C(=NC=C(C1)C1=C(C=CC=C1)C(F)(F)F)C(=O)N1CCC(CC1)N1CCCC1 ([3-Methyl-5-(2-trifluoromethyl-phenyl)-pyridin-2-yl]-(4-pyrrolidin-1-yl-piperidin-1-yl)-methanone). As a reaction SMILES: COC(C1C(C)=CC(C2C=CC=C([C:18]([F:21])([F:20])[F:19])C=2)=CN=1)=O.Cl[C:23]1[CH:24]=[C:25]([C:30]2[CH:31]=[C:32]([CH3:49])[C:33]([C:36]([N:38]3[CH2:43][CH2:42][CH:41]([N:44]4[CH2:48][CH2:47][CH2:46][CH2:45]4)[CH2:40][CH2:39]3)=[O:37])=[N:34][CH:35]=2)[CH:26]=[CH:27][C:28]=1Cl.FC(F)(F)C1C=CC=CC=1B(O)O.C(=O)([O-])[O-].[Na+].[Na+]>O1CCOCC1.O.[Pd](Cl)Cl>[CH3:49][C:32]1[C:33]([C:36]([N:38]2[CH2:43][CH2:42][CH:41]([N:44]3[CH2:48][CH2:47][CH2:46][CH2:45]3)[CH2:40][CH2:39]2)=[O:37])=[N:34][CH:35]=[C:30]([C:25]2[CH:26]=[CH:27][CH:28]=[CH:23][C:24]=2[C:18]([F:21])([F:20])[F:19])[CH:31]=1 |f:3.4.5,6.7|. Procedure: In analogy to the procedure described for the preparation of intermediate 1A, (5-bromo-3-methyl-pyridin-2-yl)-(4-pyrrolidin-1-yl-piperidin-1-yl)-methanone (see example 28) was reacted with 2-trifluoromethyl-phenyl-boronic acid, (1,1′-bis-diphenylphosphino)-ferrocene)palladium-(II)dichloride (1:1 complex with CH2Cl2) and sodium carbonate in dioxane/water to give the title compound as off-white amorphous solid. MS: 418.2 (MH+).